Dataset: the Open Reaction Database (ORD), a public repository of structured organic reaction records. Task: describe an organic reaction: reactants, conditions, products, and yield The reactants are C1C=CC2=C1C1=CC=CC=C1C=1C=CC=CC21 (cyclopentaphenanthrene), [H][H] (hydrogen). The reagents and catalysts are [Pd] (palladium on carbon). Solvent: C1(=CC=CC=C1)C (toluene). Run at time 48 hour. Yields the product C1CCC2=C1C1=CC=CC=C1C=1C=CC=CC21 (Dihydrocyclopentaphenanthrene). Reaction SMILES: [CH2:1]1[C:5]2[C:6]3[C:11]([C:12]4[CH:13]=[CH:14][CH:15]=[CH:16][C:17]=4[C:4]=2[CH:3]=[CH:2]1)=[CH:10][CH:9]=[CH:8][CH:7]=3.[H][H]>[Pd].C1(C)C=CC=CC=1>[CH2:3]1[C:4]2[C:17]3[C:12]([C:11]4[CH:10]=[CH:9][CH:8]=[CH:7][C:6]=4[C:5]=2[CH2:1][CH2:2]1)=[CH:13][CH:14]=[CH:15][CH:16]=3. Reported procedure: A mixture of 2 g cyclopentaphenanthrene, 0.2 g 10% palladium on carbon and 50 mL toluene was stirred under hydrogen (69 kPa) until hydrogen uptake ceased, about 48 h. Catalyst was removed by filtration through diatomaceous earth and the filtrate evaporated. The crude product remaining weighed 1.97 g. It was further purified by recrystallization from heptane at −40° C. to give 1.8 g colorless plates. Spectroscopic and chemical analysis confirmed the identity of the desired compound. Reactants: CC(=O)O, CCC(C(=O)OC)N(c1nc(Cl)ncc1[N+](=O)[O-])C1CCCC1. The product is CCC1C(=O)Nc2cnc(Cl)nc2N1C1CCCC1. Reaction SMILES: [C:24]([OH:25])(=[O:26])[CH3:27].[Cl:1][c:2]1[n:3][cH:4][c:5]([N+:21]([O-:22])=[O:23])[c:6]([N:8]([CH:9]([C:10](=[O:11])[O:12][CH3:13])[CH2:14][CH3:15])[CH:16]2[CH2:17][CH2:18][CH2:19][CH2:20]2)[n:7]1>>[Cl:1][c:2]1[n:3][cH:4][c:5]2[c:6]([n:7]1)[N:8]([CH:16]1[CH2:17][CH2:18][CH2:19][CH2:20]1)[CH:9]([CH2:14][CH3:15])[C:10](=[O:11])[NH:21]2. Starting materials: O=C(NC1=C(F)C(F)=C(C(F)=C1F)C(F)(F)F)C(C)CC(F)(F)F. The reagents and catalysts are N=1C(OC)=CC(OC)=C2C=CC=CC12, O1B(OC(C)(C)C1(C)C)B2OC(C)(C)C(O2)(C)C, O=C(O)C, [B-](F)(F)(F)F.CC[N+](CC)(CC)CC, [K].O=C(O)O, [Pd].O=C(O)C. The solvent is N#CC. Run at temperature 80 celsius, time 15 hour. The product is O=C(NC1=C(F)C(F)=C(C(F)=C1F)C(F)(F)F)C(CB2OC(C)(C)C(O2)(C)C)CC(F)(F)F. Yield: 63.0%. Reactants: C(#N)C(C(=O)O)C1=CC=CC=C1 (α-cyano-phenylacetic acid), N1=CC=CC=C1 (pyridine), P(Cl)(Cl)(Cl)(Cl)Cl (phosphorus pentachloride), FC1=C(C(=C(C(=C1O)F)F)F)F (pentafluorophenol). Reaction SMILES: [C:1]([CH:3]([C:7]1[CH:12]=[CH:11][CH:10]=[CH:9][CH:8]=1)[C:4]([OH:6])=[O:5])#[N:2].P(Cl)(Cl)(Cl)(Cl)Cl.[F:19][C:20]1[C:25](O)=[C:24]([F:27])[C:23]([F:28])=[C:22]([F:29])[C:21]=1[F:30].N1C=CC=CC=1>C(Cl)(Cl)(Cl)Cl.ClCCl>[F:19][C:20]1[C:25]([O:5][C:4](=[O:6])[CH:3]([C:7]2[CH:12]=[CH:11][CH:10]=[CH:9][CH:8]=2)[C:1]#[N:2])=[C:24]([F:27])[C:23]([F:28])=[C:22]([F:29])[C:21]=1[F:30]. Conditions: temperature 0 celsius. The solvent is C(Cl)(Cl)(Cl)Cl (carbontetrachloride), ClCCl (dichloromethane), ClCCl (dichloromethane). Reported procedure: 8 g. (0.05 moles) of α-cyano-phenylacetic acid are dissolved in 80 ml. of dichloromethane. 10.2 g. (0.05 moles) of phosphorus pentachloride are added and the mixture is stirred for two hours at the boiling point of dichloromethane. The solvent is distilled off and the residue is taken up in carbontetrachloride and the solution is added dropwise to 9.2 g. (0.05 moles) of pentafluorophenol and 4 ml. (0.05 moles) of pyridine-dissolved in 200 ml. of carbontetrachloride. The reaction mixture is coole... Product: FC1=C(C(=C(C(=C1OC(C(C#N)C1=CC=CC=C1)=O)F)F)F)F (α-Cyano-phenylacetic acid-pentafluorophenyl ester). Reactants: C1CCOC1, COC(=O)CCc1cccc(-c2cc(N3CCN(c4ncccc4C(F)(F)F)CC3)nc(N3CCOCC3)n2)c1, CCO, Cl, [Li+], [OH-], O, O. Product: O=C(O)CCc1cccc(-c2cc(N3CCN(c4ncccc4C(F)(F)F)CC3)nc(N3CCOCC3)n2)c1. Reaction SMILES: [CH2:46]1[O:47][CH2:48][CH2:49][CH2:50]1.[CH3:1][O:2][C:3]([CH2:4][CH2:5][c:6]1[cH:7][c:8](-[c:12]2[n:13][c:14]([N:34]3[CH2:35][CH2:36][O:37][CH2:38][CH2:39]3)[n:15][c:16]([N:18]3[CH2:19][CH2:20][N:21]([c:24]4[n:25][cH:26][cH:27][cH:28][c:29]4[C:30]([F:31])([F:32])[F:33])[CH2:22][CH2:23]3)[cH:17]2)[cH:9][cH:10][cH:11]1)=[O:40].[CH3:51][CH2:52][OH:53].[ClH:45].[Li+:43].[OH-:42].[OH2:41].[OH2:44]>>[O:2]=[C:3]([CH2:4][CH2:5][c:6]1[cH:7][c:8](-[c:12]2[n:13][c:14]([N:34]3[CH2:35][CH2:36][O:37][CH2:38][CH2:39]3)[n:15][c:16]([N:18]3[CH2:19][CH2:20][N:21]([c:24]4[n:25][cH:26][cH:27][cH:28][c:29]4[C:30]([F:31])([F:32])[F:33])[CH2:22][CH2:23]3)[cH:17]2)[cH:9][cH:10][cH:11]1)[OH:40]. The reactants are B(OC)(OC)OC (trimethyl borate), Cl (hydrochloric acid), [Mg] (Magnesium), BrC1=CC=C(C=C1)OCCCCCCCCCCCCCC (1-Bromo-4-tetradecyloxybenzene). The reagents and catalysts are BrCCBr (1,2-dibromoethane). The solvent is C1CCOC1 (THF), C1CCOC1 (THF). Reaction conditions: temperature -78 celsius. Product: C(CCCCCCCCCCCCC)OC1=CC=C(C=C1)B(O)O (4-Tetradecyloxyphenylboronic acid). As a reaction SMILES: [Mg].Br[C:3]1[CH:8]=[CH:7][C:6]([O:9][CH2:10][CH2:11][CH2:12][CH2:13][CH2:14][CH2:15][CH2:16][CH2:17][CH2:18][CH2:19][CH2:20][CH2:21][CH2:22][CH3:23])=[CH:5][CH:4]=1.[B:24](OC)([O:27]C)[O:25]C.Cl>C1COCC1.BrCCBr>[CH2:10]([O:9][C:6]1[CH:7]=[CH:8][C:3]([B:24]([OH:27])[OH:25])=[CH:4][CH:5]=1)[CH2:11][CH2:12][CH2:13][CH2:14][CH2:15][CH2:16][CH2:17][CH2:18][CH2:19][CH2:20][CH2:21][CH2:22][CH3:23]. Reported procedure: Magnesium turnings (1.84 g, 0.08 mol) were added to a stirred solution, at room temperature under dry nitrogen, of compound 31 (15.00 g, 0.040 mol) in dry THF (150 ml) containing 1,2-dibromoethane (2 drops). The reaction mixture was maintained under these conditions for 1 h and then heated under reflux for 1 h. The reaction mixture was cooled to -78° C. and a solution of trimethyl borate (5.75 g, 0.08 mol) in dry THF (50 ml) was added dropwise. The reaction mixture was allowed to warm to room te...